From a dataset of the Open Reaction Database (ORD), a public repository of structured organic reaction records. describe an organic reaction: reactants, conditions, products, and yield The reactants are COc1cccc(C(C)(C)C=O)c1, CN1CCCC1=O, [K+], [K+], O=C([O-])[O-], Sc1ccccc1. Product: CC(C)(C=O)c1cccc(O)c1. RXN SMILES: [CH3:1][O:2][c:3]1[cH:4][c:5]([C:9]([CH:10]=[O:11])([CH3:12])[CH3:13])[cH:6][cH:7][cH:8]1.[CH3:27][N:28]1[CH2:29][CH2:30][CH2:31][C:32]1=[O:33].[K+:21].[K+:22].[O-:23][C:24]([O-:25])=[O:26].[SH:14][c:15]1[cH:16][cH:17][cH:18][cH:19][cH:20]1>>[OH:2][c:3]1[cH:4][c:5]([C:9]([CH:10]=[O:11])([CH3:12])[CH3:13])[cH:6][cH:7][cH:8]1. Starting materials: O (water), Cl (hydrochloric acid), COC(C1=CC(=C(C=C1)C)Br)=S (3-Bromo-4-methylthiobenzoic acid methyl ester), C(C)OC(=C)[Sn](CCCC)(CCCC)CCCC (1-ethoxyvinyl tributyl tin), ( IV ). The reagents and catalysts are C=1C=CC(=CC1)[P](C=2C=CC=CC2)(C=3C=CC=CC3)[Pd]([P](C=4C=CC=CC4)(C=5C=CC=CC5)C=6C=CC=CC6)([P](C=7C=CC=CC7)(C=8C=CC=CC8)C=9C=CC=CC9)[P](C=1C=CC=CC1)(C=1C=CC=CC1)C=1C=CC=CC1 (tetrakis). Run in O1CCOCC1 (dioxan). Conditions: time 24 hour. The product is COC(C1=CC(=C(C=C1)C)C(C)=O)=S (3-acetyl-4-methylthiobenzoic acid methyl ester). As a reaction SMILES: [CH3:1][O:2][C:3](=[S:12])[C:4]1[CH:9]=[CH:8][C:7]([CH3:10])=[C:6](Br)[CH:5]=1.[CH2:13]([O:15]C([Sn](CCCC)(CCCC)CCCC)=C)[CH3:14].O.Cl>O1CCOCC1.C1C=CC([P]([Pd]([P](C2C=CC=CC=2)(C2C=CC=CC=2)C2C=CC=CC=2)([P](C2C=CC=CC=2)(C2C=CC=CC=2)C2C=CC=CC=2)[P](C2C=CC=CC=2)(C2C=CC=CC=2)C2C=CC=CC=2)(C2C=CC=CC=2)C2C=CC=CC=2)=CC=1>[CH3:1][O:2][C:3](=[S:12])[C:4]1[CH:9]=[CH:8][C:7]([CH3:10])=[C:6]([C:13](=[O:15])[CH3:14])[CH:5]=1 |^1:42,44,63,82|. Procedure: 3-Bromo-4-methylthiobenzoic acid methyl ester (0.86 g), 1-ethoxyvinyl tributyl tin (1.39 ml) and tetrakis triphenylphosphinepalladium (IV) (0.15 g) were combined in dioxan (50 ml) and boiled for 24 h. The mixture was cooled, water (10 ml) and conc. hydrochloric acid (1 ml) added and the mixture stirred at room temperature overnight. Solvent was removed at reduced pressure, the residue dissolved in ethyl acetate and filtered through celite. The filtrate was evaporated to dryness and the residue t... Reactants: C(CC)C1(COC1)CO (3-propyl-3-hydroxymethyloxetane), N1=CC=CC=C1 (pyridine), BrC(=CC1CCC(CC1)C(=O)Cl)Br (4-(2,2-Dibromovinyl)cyclohexanecarbonyl chloride). Solvent: ClCCl (dichloromethane), ClCCl (dichloromethane), ClCCl (dichloromethane). Run at time 8 hour. Yields the product BrC(=CC1CCC(CC1)C(=O)OCC1(COC1)CCC)Br (3-propyloxetan-3-ylmethyl 4-(2,2-dibromovinyl)cyclohexanecarboxylate). Yield: 51.4%. RXN SMILES: [Br:1][C:2]([Br:13])=[CH:3][CH:4]1[CH2:9][CH2:8][CH:7]([C:10](Cl)=[O:11])[CH2:6][CH2:5]1.[CH2:14]([C:17]1([CH2:21][OH:22])[CH2:20][O:19][CH2:18]1)[CH2:15][CH3:16].N1C=CC=CC=1>ClCCl>[Br:1][C:2]([Br:13])=[CH:3][CH:4]1[CH2:9][CH2:8][CH:7]([C:10]([O:22][CH2:21][C:17]2([CH2:14][CH2:15][CH3:16])[CH2:20][O:19][CH2:18]2)=[O:11])[CH2:6][CH2:5]1. Reported procedure: 4-(2,2-Dibromovinyl)cyclohexanecarbonyl chloride (0.91 g) in dry dichloromethane (5 ml) was added to a cooled (0° C.) solution of 3-propyl-3-hydroxymethyloxetane (0.406 g) and pyridine (0.64 ml) in dry dichloromethane (10 ml) under a stream of nitrogen. The reaction mixture was allowed to warm to room temperature and to stir overnight. Further dichloromethane was added. The organic phase was then washed with dilute hydrochloric acid, saturated sodium bicarbonate solution and brine before drying ... Reactants: C(=C)C1(CC2=CC=CC=C2C1)C(C)=O (1-(2,3-Dihydro-2-vinyl-1H-inden-2-yl)-ethanone), BrBr (bromine). The solvent is C(Cl)Cl (methylene chloride), C(Cl)Cl (methylene chloride). The product is BrCC(=O)C1(CC2=CC=CC=C2C1)C=C (2-Bromo-1-(2,3-dihydro-2-vinyl-1H-inden-2-yl)ethanone). Reaction SMILES: [CH:1]([C:3]1([C:12](=[O:14])[CH3:13])[CH2:11][C:10]2[C:5](=[CH:6][CH:7]=[CH:8][CH:9]=2)[CH2:4]1)=[CH2:2].[Br:15]Br>C(Cl)Cl>[Br:15][CH2:13][C:12]([C:3]1([CH:1]=[CH2:2])[CH2:11][C:10]2[C:5](=[CH:6][CH:7]=[CH:8][CH:9]=2)[CH2:4]1)=[O:14]. Procedure details: 1-(2,3-Dihydro-2-vinyl-1H-inden-2-yl)-ethanone (5.0 g) was dissolved in methylene chloride (50 ml) and to the solution bromine (4.3 g) in methylene chloride (45 ml) was added dropwise at room temperature. When a gas chromatogram indicated that the starting material had reacted, the methylene chloride solution was washed with a dilute NaHCO3 -solution and then with water. The organic layer was dried with Na2SO4 and the solvent was evaporated at reduced pressure to give the desired product. Starting materials: C(C1=CC=CC=C1)N1C(CC(=NC2=C1C=CC=C2)C)=O (1-benzyl-4-methyl-1,3-dihydro-1,5-benzodiazepin-2(2H)-one), C(C1=CC=NC=C1)=O (isonicotinaldehyde). Run in C(C)OCC (diethyl ether). Product: C(C1=CC=CC=C1)N1C(CC(=NC2=C1C=CC=C2)\C=C\C2=CC=NC=C2)=O (1-Benzyl-4((E)-2-(4-pyridyl)vinyl)-1,3-dihydro-1,5-benzodiazepin-2(2H)-one). The yield is 36.0%. RXN SMILES: [CH2:1]([N:8]1[C:14]2[CH:15]=[CH:16][CH:17]=[CH:18][C:13]=2[N:12]=[C:11]([CH3:19])[CH2:10][C:9]1=[O:20])[C:2]1[CH:7]=[CH:6][CH:5]=[CH:4][CH:3]=1.[CH:21](=O)[C:22]1[CH:27]=[CH:26][N:25]=[CH:24][CH:23]=1>C(OCC)C>[CH2:1]([N:8]1[C:14]2[CH:15]=[CH:16][CH:17]=[CH:18][C:13]=2[N:12]=[C:11](/[CH:19]=[CH:21]/[C:22]2[CH:27]=[CH:26][N:25]=[CH:24][CH:23]=2)[CH2:10][C:9]1=[O:20])[C:2]1[CH:3]=[CH:4][CH:5]=[CH:6][CH:7]=1. Reported procedure: Using 1-benzyl-4-methyl-1,3-dihydro-1,5-benzodiazepin-2(2H)-one and isonicotinaldehyde, the titled compound was synthesized in substantially the same manner as in Working Example 144 in a yield of 36%, m.p. 208°-210° C. (diethyl ether). The reactants are alkyl halide, [H-].[Na+] (sodium hydride), C1(O)=CC=C(O)C=C1 (hydroquinone), ICCCCCCCCCCCCCCCC (1-iodohexadecane), Cl (hydrochloric acid). The solvent is CN(C=O)C (dimethylformamide), CN(C=O)C (dimethylformamide), O1CCCC1 (tetrahydrofuran). Reaction conditions: temperature 0 celsius, time 0.5 hour. Yields the product C(CCCCCCCCCCCCCCC)OC1=CC=C(C=C1)O (4-(Hexadecyloxy)phenol). RXN SMILES: [H-].[Na+].[C:3]1([CH:10]=[CH:9][C:7]([OH:8])=[CH:6][CH:5]=1)[OH:4].I[CH2:12][CH2:13][CH2:14][CH2:15][CH2:16][CH2:17][CH2:18][CH2:19][CH2:20][CH2:21][CH2:22][CH2:23][CH2:24][CH2:25][CH2:26][CH3:27].Cl>CN(C)C=O.O1CCCC1>[CH2:27]([O:4][C:3]1[CH:10]=[CH:9][C:7]([OH:8])=[CH:6][CH:5]=1)[CH2:26][CH2:25][CH2:24][CH2:23][CH2:22][CH2:21][CH2:20][CH2:19][CH2:18][CH2:17][CH2:16][CH2:15][CH2:14][CH2:13][CH3:12] |f:0.1|. Procedure: To a 0° C. suspension, under argon, of 29 g of 60% sodium hydride in 350 ml of dimethylformamide is added dropwise over 40 minutes, 60.0 g of hydroquinone in 450 ml of dimethylformamide. The suspension is stirred at 0° C. for 1/2 hour; followed by the dropwise addition of 192 g of 1-iodohexadecane in 450 ml tetrahydrofuran. The reaction temperature is maintained at 0° C. during the addition of the alkyl halide; followed by stirring at room temperature for 3 hours. The mixture is poured carefully... The reactants are O=C(n1ccnc1)n1ccnc1, CCN(C(C)C)C(C)C, ClCCl, COC(=O)NCCOC(c1cccc(F)c1)C1CCCNC1, CN(CC(N)CC1CCCCC1)C(=O)OC(C)(C)C. Product: COC(=O)NCCOC(c1cccc(F)c1)C1CCCN(C(=O)NC(CC2CCCCC2)CN(C)C(=O)OC(C)(C)C)C1. RXN SMILES: [C:20](=[O:21])([n:22]1[cH:23][cH:24][n:25][cH:26]1)[n:27]1[cH:28][cH:29][n:30][cH:31]1.[CH:32]([N:33]([CH2:34][CH3:35])[CH:36]([CH3:37])[CH3:38])([CH3:39])[CH3:40].[Cl:63][CH2:64][Cl:65].[F:41][c:42]1[cH:43][c:44]([CH:48]([O:49][CH2:50][CH2:51][NH:52][C:53]([O:54][CH3:55])=[O:56])[CH:57]2[CH2:58][NH:59][CH2:60][CH2:61][CH2:62]2)[cH:45][cH:46][cH:47]1.[NH2:1][CH:2]([CH2:3][N:4]([C:5]([O:6][C:7]([CH3:8])([CH3:9])[CH3:10])=[O:11])[CH3:12])[CH2:13][CH:14]1[CH2:15][CH2:16][CH2:17][CH2:18][CH2:19]1>>[NH:1]([CH:2]([CH2:3][N:4]([C:5]([O:6][C:7]([CH3:8])([CH3:9])[CH3:10])=[O:11])[CH3:12])[CH2:13][CH:14]1[CH2:15][CH2:16][CH2:17][CH2:18][CH2:19]1)[C:20](=[O:21])[N:59]1[CH2:58][CH:57]([CH:48]([c:44]2[cH:43][c:42]([F:41])[cH:47][cH:46][cH:45]2)[O:49][CH2:50][CH2:51][NH:52][C:53]([O:54][CH3:55])=[O:56])[CH2:62][CH2:61][CH2:60]1.